This data is from the Open Reaction Database (ORD), a public repository of structured organic reaction records. The task is: describe an organic reaction: reactants, conditions, products, and yield RXN SMILES: [C:1]([CH3:2])([CH3:3])([CH3:4])[O:5][C:6]([C:7]([CH3:8])([S:9][c:10]1[s:11][cH:12][c:13]([CH2:15][CH2:16][N:17]2[C:18](=[O:19])[c:20]3[cH:21][cH:22][cH:23][cH:24][c:25]3[C:26]2=[O:27])[n:14]1)[CH3:28])=[O:29].[CH3:33][CH2:34][OH:35].[NH2:31][NH2:32].[OH2:30]>>[C:1]([CH3:2])([CH3:3])([CH3:4])[O:5][C:6]([C:7]([CH3:8])([S:9][c:10]1[s:11][cH:12][c:13]([CH2:15][CH2:16][NH2:17])[n:14]1)[CH3:28])=[O:29]. Product: CC(C)(C)OC(=O)C(C)(C)Sc1nc(CCN)cs1. Starting materials: CC(C)(C)OC(=O)C(C)(C)Sc1nc(CCN2C(=O)c3ccccc3C2=O)cs1, CCO, NN, O. The reactants are O=C(Cl)c1ccccc1Br, CN(C)c1ccncc1, NCc1cc(N)nc(N)c1, c1ccncc1. Product: Nc1cc(CNC(=O)c2ccccc2Br)cc(N)n1. Reaction SMILES: [Br:11][c:12]1[c:13]([C:14](=[O:15])[Cl:16])[cH:17][cH:18][cH:19][cH:20]1.[CH3:27][N:28]([CH3:29])[c:30]1[cH:31][cH:32][n:33][cH:34][cH:35]1.[NH2:1][CH2:2][c:3]1[cH:4][c:5]([NH2:10])[n:6][c:7]([NH2:9])[cH:8]1.[cH:21]1[cH:22][cH:23][n:24][cH:25][cH:26]1>>[NH:1]([CH2:2][c:3]1[cH:4][c:5]([NH2:10])[n:6][c:7]([NH2:9])[cH:8]1)[C:14]([c:13]1[c:12]([Br:11])[cH:20][cH:19][cH:18][cH:17]1)=[O:15].